From a dataset of the Open Reaction Database (ORD), a public repository of structured organic reaction records. describe an organic reaction: reactants, conditions, products, and yield RXN SMILES: [CH2:1]([O:3][C:4](=O)[CH2:5][N:6]([CH3:8])[CH3:7])[CH3:2].Br[C:11]1[CH:16]=[CH:15][C:14]([C:17]([F:20])([F:19])[F:18])=[CH:13][CH:12]=1>>[CH3:7][N:6]([CH2:5][CH:4]1[CH2:14][CH:15]([C:11]2[CH:16]=[CH:15][C:14]([C:17]([F:20])([F:19])[F:18])=[CH:13][CH:12]=2)[C:16]2[C:1](=[CH:2][CH:13]=[CH:12][CH:11]=2)[O:3]1)[CH3:8]. Procedure: The process of example 4 was repeated using N,N-dimethylglycine ethyl ester in place of N,N-dimethylalanine ethyl ester in part (a), and using 4-bromobenzotrifluoride in place of 4-bromochlorobenzene in part (c) to yield the title compound. Starting materials: C(C)OC(CN(C)C)=O (N,N-dimethylglycine ethyl ester), ( c ), ( a ), BrC1=CC=C(C=C1)C(F)(F)F (4-bromobenzotrifluoride). The product is CN(C)CC1OC2=CC=CC=C2C(C1)C1=CC=C(C=C1)C(F)(F)F (2-(N,N-Dimethylaminomethyl)-4-[4-(trifluoromethyl)phenyl]chroman).